From a dataset of the Open Reaction Database (ORD), a public repository of structured organic reaction records. describe an organic reaction: reactants, conditions, products, and yield Starting materials: 3-[6(5H)Phenanthridinone]-carbonyl chloride, CN1[C@H](C(=O)O)CCC1 ((S)-methylproline), COC([C@H]1N(CCC1)C(=O)C=1C=CC=2C3=CC=CC=C3C(NC2C1)=O)=O (1-[(5,6-dihydro-6-oxo-3-phenanthridinyl)carbonyl]-proline methyl ester), [OH-].[Na+] (sodium hydroxide), Cl (HCl). The solvent is C(Cl)Cl (methylene chloride), O1CCOCC1 (dioxane). The product is precipitate, O=C1NC=2C=C(C=CC2C2=CC=CC=C12)C(=O)N1[C@H](C(=O)O)CCC1 (1-[(5,6-Dihydro-6-oxo-3-phenanthridinyl)carbonyl]-proline). Yield: 60.0%. RXN SMILES: CN1CCC[C@H]1C(O)=O.C[O:11][C:12](=[O:35])[C@@H:13]1[CH2:17][CH2:16][CH2:15][N:14]1[C:18]([C:20]1[CH:21]=[CH:22][C:23]2[C:24]3[C:29]([C:30](=[O:34])[NH:31][C:32]=2[CH:33]=1)=[CH:28][CH:27]=[CH:26][CH:25]=3)=[O:19].[OH-].[Na+].Cl>C(Cl)Cl.O1CCOCC1>[O:34]=[C:30]1[C:29]2[C:24](=[CH:25][CH:26]=[CH:27][CH:28]=2)[C:23]2[CH:22]=[CH:21][C:20]([C:18]([N:14]3[CH2:15][CH2:16][CH2:17][C@H:13]3[C:12]([OH:35])=[O:11])=[O:19])=[CH:33][C:32]=2[NH:31]1 |f:2.3|. Reported procedure: Prepared from to 3-[6(5H)Phenanthridinone]-carbonyl chloride 7 and (S)-methylproline in methylene chloride according to General Procedure A. The resulting 1-[(5,6-dihydro-6-oxo-3-phenanthridinyl)carbonyl]-proline methyl ester was hydrolyzed with 1N sodium hydroxide in dioxane. After neutralizing the mixture with HCl, the desired compound was collected as a white solid precipitate (60% yield), mp 250-253° C. 1H-NMR (400 MHz, DMSO-d6), 12.60 (bs, 1H), 11.79 (s, 1H), 8.55 9d, 1H, J=8 Hz), 8.47 (d, ...